Dataset: the Open Reaction Database (ORD), a public repository of structured organic reaction records. Task: describe an organic reaction: reactants, conditions, products, and yield Starting materials: OC=1C(=C2CCC(OC2=C(C1C)C)(C(=O)NCCOCCO)C)C (6-hydroxy-N-(2-(2-hydroxyethoxy)ethyl)-2,5,7,8-tetramethylchroman-2-carboxamide), O=[N+]([O-])[O-].[O-][N+]([O-])=O.[O-][N+]([O-])=O.[O-][N+]([O-])=O.[O-][N+]([O-])=O.[O-][N+]([O-])=O.[Ce+4].[NH4+].[NH4+] (CAN). The product is OC(C(=O)NCCOCCO)(CCC1=C(C(C(=C(C1=O)C)C)=O)C)C (2-hydroxy-N-(2-(2-hydroxyethoxy)ethyl)-2-methyl-4-(2,4,5-trimethyl-3,6-dioxocyclohexa-1,4-dienyl)butanamide). RXN SMILES: [OH:1][C:2]1[C:3]([CH3:24])=[C:4]2[C:9](=[C:10]([CH3:13])[C:11]=1[CH3:12])[O:8][C:7]([CH3:23])([C:14]([NH:16][CH2:17][CH2:18][O:19][CH2:20][CH2:21][OH:22])=[O:15])[CH2:6][CH2:5]2.[O:25]=[N+]([O-])[O-].[O-][N+](=O)[O-].[O-][N+](=O)[O-].[O-][N+](=O)[O-].[O-][N+](=O)[O-].[O-][N+](=O)[O-].[Ce+4].[NH4+].[NH4+]>>[OH:25][C:7]([CH3:23])([CH2:6][CH2:5][C:4]1[C:9](=[O:8])[C:10]([CH3:13])=[C:11]([CH3:12])[C:2](=[O:1])[C:3]=1[CH3:24])[C:14]([NH:16][CH2:17][CH2:18][O:19][CH2:20][CH2:21][OH:22])=[O:15] |f:1.2.3.4.5.6.7.8.9|. Reported procedure: Oxidation as described in protocol B, using 98.1 mg (0.305 mmol) of 6-hydroxy-N-(2-(2-hydroxyethoxy)ethyl)-2,5,7,8-tetramethylchroman-2-carboxamide and 368 mg CAN (0.671 mmol) yielded 2-hydroxy-N-(2-(2-hydroxyethoxy)ethyl)-2-methyl-4-(2,4,5-trimethyl-3,6-dioxocyclohexa-1,4-dienyl)butanamide as a yellow oil. Reactants: CN(C)CCCCl (dimethylaminopropylchloride), C(\C=C\C(=O)O)(=O)O (fumaric acid), [H-].[Na+] (sodium hydride), CN1CCC(CC1)C1=NNC2=CC=CC=C12 (3-(1-methyl-4-piperidinyl)-1H-indazole). Solvent: C1(=CC=CC=C1)C (toluene), C(C)#N (acetonitrile), O (water), CN(C=O)C (dimethylformamide), CN(C=O)C (dimethylformamide). Reaction conditions: time 1 hour. The product is C(\C=C\C(=O)O)(=O)O.C(\C=C\C(=O)O)(=O)O.CN(CCCN1N=C(C2=CC=CC=C12)C1CCN(CC1)C)C (1-[3-(Dimethylamino)propyl]-3-(1-methyl-4-piperidinyl)-1H-indazole difumarate). Yield: 13.3%. Reaction SMILES: [H-].[Na+].[CH3:3][N:4]1[CH2:9][CH2:8][CH:7]([C:10]2[C:18]3[C:13](=[CH:14][CH:15]=[CH:16][CH:17]=3)[NH:12][N:11]=2)[CH2:6][CH2:5]1.[CH3:19][N:20]([CH2:22][CH2:23][CH2:24]Cl)[CH3:21].[C:26]([OH:33])(=[O:32])/[CH:27]=[CH:28]/[C:29]([OH:31])=[O:30]>CN(C)C=O.C1(C)C=CC=CC=1.C(#N)C.O>[C:26]([OH:33])(=[O:32])/[CH:27]=[CH:28]/[C:29]([OH:31])=[O:30].[C:26]([OH:33])(=[O:32])/[CH:27]=[CH:28]/[C:29]([OH:31])=[O:30].[CH3:19][N:20]([CH3:21])[CH2:22][CH2:23][CH2:24][N:12]1[C:13]2[C:18](=[CH:17][CH:16]=[CH:15][CH:14]=2)[C:10]([CH:7]2[CH2:6][CH2:5][N:4]([CH3:3])[CH2:9][CH2:8]2)=[N:11]1 |f:0.1,9.10.11|. Reported procedure: To a stirred suspension of 1.15 g of sodium hydride (50% oil dispersion) in 30 ml of dimethylformamide, under nitrogen, was added dropwise 4.3 g of 3-(1-methyl-4-piperidinyl)-1H-indazole dissolved in 30 ml of hot dimethylformamide. After stirring at ambient temperature for 1 hr, a solution of 3.3 g of dimethylaminopropylchloride in 30 ml of toluene was added dropwise. The reaction was then heated at 60° for 1 hr and then stirred at ambient temperature for 16 hrs. The reaction mixture was poured ... Starting materials: NC(CCCC(=O)OC)C1=C(C=CC=C1OC)OC (methyl 5-amino-5-(2,6-dimethoxyphenyl)pentanoate), C1(=CC=CC=C1)C1=CC(=NC=C1)C=O (4-phenylpicolinaldehyde). The product is COC1=C(C(=CC=C1)OC)C1CCCC(N1CC1=NC=CC(=C1)C1=CC=CC=C1)=O (6-(2,6-dimethoxyphenyl)-1-((4-phenylpyridin-2-yl)methyl)piperidin-2-one). Reaction SMILES: [NH2:1][CH:2]([C:10]1[C:15]([O:16][CH3:17])=[CH:14][CH:13]=[CH:12][C:11]=1[O:18][CH3:19])[CH2:3][CH2:4][CH2:5][C:6]([O:8]C)=O.[C:20]1([C:26]2[CH:31]=[CH:30][N:29]=[C:28]([CH:32]=O)[CH:27]=2)[CH:25]=[CH:24][CH:23]=[CH:22][CH:21]=1>>[CH3:19][O:18][C:11]1[CH:12]=[CH:13][CH:14]=[C:15]([O:16][CH3:17])[C:10]=1[CH:2]1[N:1]([CH2:32][C:28]2[CH:27]=[C:26]([C:20]3[CH:21]=[CH:22][CH:23]=[CH:24][CH:25]=3)[CH:31]=[CH:30][N:29]=2)[C:6](=[O:8])[CH2:5][CH2:4][CH2:3]1. Reported procedure: Prepared according to the described general procedure 1 (GP1) by reaction of methyl 5-amino-5-(2,6-dimethoxyphenyl)pentanoate with 4-phenylpicolinaldehyde. Subsequent purification by preparative HPLC afforded the target compound. LC-MS (conditions A): tR=0.65 min.; [M+H]+: 403.16 g/mol.